From a dataset of the Open Reaction Database (ORD), a public repository of structured organic reaction records. describe an organic reaction: reactants, conditions, products, and yield Starting materials: CC(C)(C)[O-], Cl, [K+], C1CCOC1, O=C(O)C=Cc1cccnc1. Product: CC(C)(C)OC(=O)C=Cc1cccnc1. Reaction SMILES: [C:13]([CH3:14])([CH3:15])([CH3:16])[O-:17].[ClH:1].[K+:18].[O:19]1[CH2:20][CH2:21][CH2:22][CH2:23]1.[n:2]1[cH:3][c:4]([CH:8]=[CH:9][C:10](=[O:11])[OH:12])[cH:5][cH:6][cH:7]1>>[n:2]1[cH:3][c:4]([CH:8]=[CH:9][C:10](=[O:11])[O:12][C:13]([CH3:14])([CH3:15])[CH3:16])[cH:5][cH:6][cH:7]1. The reactants are N1(CCCC1)[C@@H]1[C@@H](CCC1)N (cis-2-pyrrolidin-1-yl-cyclopentylamine), N1(CCCC1)[C@@H]1[C@@H](CCC1)N (cis-2-pyrrolidin-1-yl-cyclopentylamine), C(C)C1=C(C(=O)O)C(=CC(=C1)C(F)(F)F)OC (2-ethyl-6-methoxy-4-trifluoromethyl-benzoic acid). Product: C(C)C1=C(C(=O)N[C@H]2[C@H](CCC2)N2CCCC2)C(=CC(=C1)C(F)(F)F)OC (2-Ethyl-6-methoxy-N-((cis)-2-pyrrolidin-1-yl-cyclopentyl)-4-trifluoromethyl-benzamide). As a reaction SMILES: [N:1]1([C@H:6]2[CH2:10][CH2:9][CH2:8][C@H:7]2[NH2:11])[CH2:5][CH2:4][CH2:3][CH2:2]1.[CH2:12]([C:14]1[CH:22]=[C:21]([C:23]([F:26])([F:25])[F:24])[CH:20]=[C:19]([O:27][CH3:28])[C:15]=1[C:16](O)=[O:17])[CH3:13]>>[CH2:12]([C:14]1[CH:22]=[C:21]([C:23]([F:24])([F:25])[F:26])[CH:20]=[C:19]([O:27][CH3:28])[C:15]=1[C:16]([NH:11][C@@H:7]1[CH2:8][CH2:9][CH2:10][C@@H:6]1[N:1]1[CH2:2][CH2:3][CH2:4][CH2:5]1)=[O:17])[CH3:13]. Procedure details: The title compound, light yellow oil, MS: m/e=385.2 [(M+H)+], was prepared in accordance with the general method of example 5 from cis-2-pyrrolidin-1-yl-cyclopentylamine (intermediate Q) and 2-ethyl-6-methoxy-4-trifluoromethyl-benzoic acid (intermediate AR). Reactants: [Al+3], CCOC(=O)c1cccc(-c2ccc(C)cc2C)c1, [H-], [H-], [H-], [H-], [Li+], C1CCOC1. Yields the product Cc1ccc(-c2cccc(CO)c2)c(C)c1. RXN SMILES: [Al+3:21].[CH3:1][c:2]1[c:3](-[c:9]2[cH:10][c:11]([C:15](=[O:16])[O:17][CH2:18][CH3:19])[cH:12][cH:13][cH:14]2)[cH:4][cH:5][c:6]([CH3:8])[cH:7]1.[H-:20].[H-:23].[H-:24].[H-:25].[Li+:22].[O:26]1[CH2:27][CH2:28][CH2:29][CH2:30]1>>[CH3:1][c:2]1[c:3](-[c:9]2[cH:10][c:11]([CH2:15][OH:16])[cH:12][cH:13][cH:14]2)[cH:4][cH:5][c:6]([CH3:8])[cH:7]1.